Dataset: the Open Reaction Database (ORD), a public repository of structured organic reaction records. Task: describe an organic reaction: reactants, conditions, products, and yield Reactants: O=C([O-])[O-], CC(C)=O, CI, [K+], [K+], Oc1ccc2cc[nH]c2n1. The product is COc1ccc2cc[nH]c2n1. RXN SMILES: [C:11](=[O:12])([O-:13])[O-:14].[CH3:19][C:20](=[O:21])[CH3:22].[I:17][CH3:18].[K+:15].[K+:16].[nH:1]1[cH:2][cH:3][c:4]2[c:5]1[n:6][c:7]([OH:10])[cH:8][cH:9]2>>[nH:1]1[cH:2][cH:3][c:4]2[c:5]1[n:6][c:7]([O:10][CH3:11])[cH:8][cH:9]2. The reactants are OC=1C(NN=C(C1)CCC1=CC=CC=C1)=O (4-hydroxy-6-(2-phenylethyl)pyridazin-3(2H)-one), C(C1=CC=CC=C1)OC=1N=NC(=CC1OCC1=CC=CC=C1)C#CC(C)C (3,4-bis(benzyloxy)-6-(3-methylbut-1-ynyl)pyridazine), C(C1=CC=CC=C1)OC=1N=NC(=CC1OCC1=CC=CC=C1)C(=C)C1=CC(=CC=C1)C(F)(F)F (3,4-bis(Benzyloxy)-6-{1-[3-(trifluoromethyl)phenyl]-ethenyl}pyridazine), C(C)(=O)OCC (ethyl acetate). The solvent is O1CCCC1 (tetrahydrofuran). The product is OC=1C(NN=C(C1)C(C)C1=CC(=CC=C1)C(F)(F)F)=O (4-Hydroxy-6-{1-[3-(trifluoromethyl)phenyl]ethyl}pyridazin-3(2H)-one). Reaction SMILES: OC1C(=O)NN=C(CCC2C=CC=CC=2)C=1.C(OC1N=NC(C#CC(C)C)=CC=1OCC1C=CC=CC=1)C1C=CC=CC=1.C([O:51][C:52]1[N:53]=[N:54][C:55]([C:66]([C:68]2[CH:73]=[CH:72][CH:71]=[C:70]([C:74]([F:77])([F:76])[F:75])[CH:69]=2)=[CH2:67])=[CH:56][C:57]=1[O:58]CC1C=CC=CC=1)C1C=CC=CC=1.C(OCC)(=O)C>O1CCCC1>[OH:58][C:57]1[C:52](=[O:51])[NH:53][N:54]=[C:55]([CH:66]([C:68]2[CH:73]=[CH:72][CH:71]=[C:70]([C:74]([F:76])([F:75])[F:77])[CH:69]=2)[CH3:67])[CH:56]=1. Procedure details: Prepared by the same method as for 4-hydroxy-6-(2-phenylethyl)pyridazin-3(2H)-one (Example 1) from 3,4-bis(benzyloxy)-6-(3-methylbut-1-ynyl)pyridazine (Intermediate 43) except that the solvent mixture used for the hydrogenation was made up of ethyl acetate and tetrahydrofuran and the product was recrystallised from heptane and MTBE. Starting materials: BrC1=CC=C2CC(C=CC2=C1)(C)C (7-bromo-3,3-dimethyl-3,4-dihydronaphthalene), [Cu]C#N (copper (1) cyanide), C(CN)N (ethylenediamine). Procedure: A solution of 7-bromo-3,3-dimethyl-3,4-dihydronaphthalene (6.2 g) and copper (1) cyanide (3.5 g) in N-methylpyrrolidone (60 ml) was heated under reflux for 2 hours. After cooling, the mixture was poured into 10% aqueous ethylenediamine (200 ml) and extracted into ethyl acetate. The combined extracts were washed with water, and dried over magnesium sulphate. Solvent and drying agent were removed and the residue chromatographed on silica gel using ether-pentane (1:10) as eluant gave the dihydronap... RXN SMILES: Br[C:2]1[CH:11]=[C:10]2[C:5]([CH2:6][C:7]([CH3:13])([CH3:12])[CH:8]=[CH:9]2)=[CH:4][CH:3]=1.[Cu][C:15]#[N:16].C(N)CN>CN1CCCC1=O>[C:15]([C:2]1[CH:11]=[C:10]2[C:5]([CH2:6][C:7]([CH3:13])([CH3:12])[CH:8]=[CH:9]2)=[CH:4][CH:3]=1)#[N:16]. The product is C(#N)C1=CC=C2CC(C=CC2=C1)(C)C (7-cyano-3,3-dimethyl-3,4-dihydronapthalene). The yield is 96.0%. Run in CN1C(CCC1)=O (N-methylpyrrolidone). Reactants: N1(N=CC=C1)C1=CC=C(CC=2C(=NC3=CC=C(C=C3C2Cl)Br)Cl)C=C1 (3-(4-(1H-pyrazol-1-yl)benzyl)-6-bromo-2,4-dichloroquinoline), N1(N=CC=C1)C1=CC=C(CC=2C(=NC3=CC=C(C=C3C2Cl)Br)Cl)C=C1 (3-(4-(1H-pyrazol-1-yl)benzyl)-6-bromo-2,4-dichloroquinoline), ClC1=NC2=C(C=C(C=C2C(=C1CC1=CC=C(C=C1)S(=O)(=O)C)Cl)C(=O)C1=CN=CN1C)C ((2,4-dichloro-8-methyl-3-(4-(methylsulfonyl)benzyl)quinolin-6-yl)(1-methyl-1H-imidazol-5-yl)methanone), ClC1=NC2=C(C=C(C=C2C(=C1CC1=CC=C(C=C1)S(=O)(=O)C)Cl)C(=O)C1=CN=CN1C)C ((2,4-dichloro-8-methyl-3-(4-(methylsulfonyl)benzyl)quinolin-6-yl)(1-methyl-1H-imidazol-5-yl)methanone). Solvent: O=P(Cl)(Cl)Cl (POCl3). Run at temperature 105 celsius. Yields the product N1(N=CC=C1)C1=CC=C(CC=2C(=NC3=C(C=C(C=C3C2Cl)C(=O)C2=CN=CN2C)C)Cl)C=C1 ((3-(4-(1H-Pyrazol-1-yl)benzyl)-2,4-dichloro-8-methylquinolin-6-yl)(1-methyl-1H-imidazol-5-yl)methanone). RXN SMILES: [N:1]1(C2C=CC(CC3C(Cl)=NC4C(C=3Cl)=CC(Br)=CC=4)=CC=2)[CH:5]=[CH:4][CH:3]=[N:2]1.[Cl:26][C:27]1[C:36]([CH2:37][C:38]2[CH:43]=[CH:42][C:41](S(C)(=O)=O)=[CH:40][CH:39]=2)=[C:35]([Cl:48])[C:34]2[C:29](=[C:30]([CH3:57])[CH:31]=[C:32]([C:49]([C:51]3[N:55]([CH3:56])[CH:54]=[N:53][CH:52]=3)=[O:50])[CH:33]=2)[N:28]=1>O=P(Cl)(Cl)Cl>[N:1]1([C:41]2[CH:42]=[CH:43][C:38]([CH2:37][C:36]3[C:27]([Cl:26])=[N:28][C:29]4[C:34]([C:35]=3[Cl:48])=[CH:33][C:32]([C:49]([C:51]3[N:55]([CH3:56])[CH:54]=[N:53][CH:52]=3)=[O:50])=[CH:31][C:30]=4[CH3:57])=[CH:39][CH:40]=2)[CH:5]=[CH:4][CH:3]=[N:2]1. Procedure details: A heterogeneous mixture of 2-(4-(1H-pyrazol-1-yl)benzyl)malonic acid (2.42 g 9.29 mmol, Intermediate 4: step b), (4-amino-3-methylphenyl)(1-methyl-1H-imidazol-5-yl)methanone (2 g, 9.29 mmol, Intermediate 13: step c) and POCl3 (10 mL) was heated at 105° C. for 4 hours. The mixture was cooled to room temperature, concentrated to remove excess POCl3 and ice water was added. The mixture was treated with NH4OH (kept adding ice during addition) to a basic pH 8-9 and the aqueous was then extracted with... Starting materials: O=C([O-])[O-], CC(C)=O, Cc1nc(N2CCN(c3ccc(F)cc3)CC2)c([N+](=O)[O-])c(=O)[nH]1, O=S(=O)(OCC(F)(F)F)C(F)(F)F, [K+], [K+], [Na]. Yields the product Cc1nc(OCC(F)(F)F)c([N+](=O)[O-])c(N2CCN(c3ccc(F)cc3)CC2)n1. As a reaction SMILES: [C:39](=[O:40])([O-:41])[O-:42].[CH3:45][C:46](=[O:47])[CH3:48].[F:1][c:2]1[cH:3][cH:4][c:5]([N:8]2[CH2:9][CH2:10][N:11]([c:14]3[c:15]([N+:22](=[O:23])[O-:24])[c:16](=[O:21])[nH:17][c:18]([CH3:20])[n:19]3)[CH2:12][CH2:13]2)[cH:6][cH:7]1.[F:25][C:26]([F:27])([F:28])[S:29]([O:30][CH2:31][C:32]([F:33])([F:34])[F:35])(=[O:36])=[O:37].[K+:43].[K+:44].[Na:38]>>[F:1][c:2]1[cH:3][cH:4][c:5]([N:8]2[CH2:9][CH2:10][N:11]([c:14]3[c:15]([N+:22](=[O:23])[O-:24])[c:16]([O:21][CH2:31][C:32]([F:33])([F:34])[F:35])[n:17][c:18]([CH3:20])[n:19]3)[CH2:12][CH2:13]2)[cH:6][cH:7]1. Starting materials: COC(C(C1=CC(=CC=C1)OC)N1N=C(C(=C1C)Cl)C(F)(F)F)=O ((4-Chloro-5-methyl-3-trifluoromethyl-pyrazol-1-yl)-(3-methoxy-phenyl)-acetic acid methyl ester), [Li+].[OH-] (LiOH). The solvent is C1CCOC1 (THF), O (water). Run at time 4 hour. Product: ClC=1C(=NN(C1C)C(C(=O)O)C1=CC(=CC=C1)OC)C(F)(F)F ((4-Chloro-5-methyl-3-trifluoromethyl-pyrazol-1-yl)-(3-methoxy-phenyl)-acetic acid). As a reaction SMILES: C[O:2][C:3](=[O:24])[CH:4]([N:13]1[C:17]([CH3:18])=[C:16]([Cl:19])[C:15]([C:20]([F:23])([F:22])[F:21])=[N:14]1)[C:5]1[CH:10]=[CH:9][CH:8]=[C:7]([O:11][CH3:12])[CH:6]=1.[Li+].[OH-]>C1COCC1.O>[Cl:19][C:16]1[C:15]([C:20]([F:22])([F:21])[F:23])=[N:14][N:13]([CH:4]([C:5]2[CH:10]=[CH:9][CH:8]=[C:7]([O:11][CH3:12])[CH:6]=2)[C:3]([OH:24])=[O:2])[C:17]=1[CH3:18] |f:1.2|. Procedure: (4-Chloro-5-methyl-3-trifluoromethyl-pyrazol-1-yl)-(3-methoxy-phenyl)-acetic acid methyl ester was then dissolved in THF (20 ml) and LiOH (0.39 g) in water (5 ml) were added. The mixture was stirred at room temperature for 4 h. After this period the THF was completely evaporated from the reaction mixture under vacuum. The remaining aqueous layer was extracted with ethyl acetate (3×5 ml) and the organic layer was discarded. The aqueous layer was cooled in ice and neutralized by using concentrated...